From a dataset of the Open Reaction Database (ORD), a public repository of structured organic reaction records. describe an organic reaction: reactants, conditions, products, and yield Reactants: CC(=O)[O-], CCO, O=S(=O)(c1cc2cc(Cl)ccc2[nH]1)N1CCN(C(=S)c2ncc(-c3ccncc3)cn2)CC1, Cl[Hg]Cl, Cl, NO, [Na+]. Yields the product O=S(=O)(c1cc2cc(Cl)ccc2[nH]1)N1CCN(C(=NO)c2ncc(-c3ccncc3)cn2)CC1. Reaction SMILES: [CH3:38][C:39](=[O:40])[O-:41].[CH3:42][CH2:43][OH:44].[Cl:1][c:2]1[cH:3][c:4]2[cH:5][c:6]([S:11](=[O:12])(=[O:13])[N:14]3[CH2:15][CH2:16][N:17]([C:20](=[S:21])[c:22]4[n:23][cH:24][c:25](-[c:28]5[cH:29][cH:30][n:31][cH:32][cH:33]5)[cH:26][n:27]4)[CH2:18][CH2:19]3)[nH:7][c:8]2[cH:9][cH:10]1.[Cl:45][Hg:46][Cl:47].[ClH:34].[NH2:35][OH:36].[Na+:37]>>[Cl:1][c:2]1[cH:3][c:4]2[cH:5][c:6]([S:11](=[O:12])(=[O:13])[N:14]3[CH2:15][CH2:16][N:17]([C:20]([c:22]4[n:23][cH:24][c:25](-[c:28]5[cH:29][cH:30][n:31][cH:32][cH:33]5)[cH:26][n:27]4)=[N:35][OH:36])[CH2:18][CH2:19]3)[nH:7][c:8]2[cH:9][cH:10]1.